Task: describe an organic reaction: reactants, conditions, products, and yield. Dataset: the Open Reaction Database (ORD), a public repository of structured organic reaction records RXN SMILES: [CH2:1]1[CH2:2][O:3][c:4]2[cH:5][cH:6][cH:7][c:8]3[c:12]2[N:11]1[CH:10]1[CH:9]3[CH2:16][NH:15][CH2:14][CH2:13]1.[Cl:17][CH2:18][CH2:19][CH2:20][C:21](=[O:22])[c:23]1[c:24]([OH:30])[cH:25][c:26]([F:29])[cH:27][cH:28]1>>[CH2:1]1[CH2:2][O:3][c:4]2[cH:5][cH:6][cH:7][c:8]3[c:12]2[N:11]1[CH:10]1[CH:9]3[CH2:16][N:15]([CH2:18][CH2:19][CH2:20][C:21](=[O:22])[c:23]2[c:24]([OH:30])[cH:25][c:26]([F:29])[cH:27][cH:28]2)[CH2:14][CH2:13]1. The reactants are c1cc2c3c(c1)C1CNCCC1N3CCO2, O=C(CCCCl)c1ccc(F)cc1O. Product: O=C(CCCN1CCC2C(C1)c1cccc3c1N2CCO3)c1ccc(F)cc1O. The reactants are C(C1=CC=CC=C1)OC1=CC=C(C=C1)OCCOC (1-(benzyloxy)-4-(2-methoxyethoxy)benzene). The reagents and catalysts are [Pd] (palladium on carbon). The solvent is C(C)O (ethanol). Yields the product COCCOC1=CC=C(C=C1)O (4-(2-methoxyethoxy)phenol). Isolated yield 80.8%. Reaction SMILES: C([O:8][C:9]1[CH:14]=[CH:13][C:12]([O:15][CH2:16][CH2:17][O:18][CH3:19])=[CH:11][CH:10]=1)C1C=CC=CC=1>[Pd].C(O)C>[CH3:19][O:18][CH2:17][CH2:16][O:15][C:12]1[CH:13]=[CH:14][C:9]([OH:8])=[CH:10][CH:11]=1. Reported procedure: A mixture of 1-(benzyloxy)-4-(2-methoxyethoxy)benzene (180 g), ethanol (2000 ml) and palladium on carbon catalyst (20 g) was stirred under an atmosphere of hydrogen, at room temperature and atmospheric pressure. After the theoretical quantity of hydrogen had been consumed, the reaction mixture was filtered. The filtrate was evaporated to give a solid which was crystallised from a mixture of ethyl acetate and n-hexane to give 4-(2-methoxyethoxy)phenol as a solid (94.7 g) m.p. 97.9° C.; microanaly... Reactants: [Li]CCCC, COCCOC, CCCCCC, O=S(=O)(Cc1cccnc1Cl)c1ccc(Cl)cc1, ICCCCCI, O. Product: O=S(=O)(c1ccc(Cl)cc1)C1(c2cccnc2Cl)CCCCC1. As a reaction SMILES: [CH2:1]([Li:2])[CH2:3][CH2:4][CH3:5].[CH2:38]([CH2:39][O:40][CH3:41])[O:42][CH3:43].[CH3:6][CH2:7][CH2:8][CH2:9][CH2:10][CH3:11].[Cl:12][c:13]1[n:14][cH:15][cH:16][cH:17][c:18]1[CH2:19][S:20](=[O:21])(=[O:22])[c:23]1[cH:24][cH:25][c:26]([Cl:29])[cH:27][cH:28]1.[I:30][CH2:31][CH2:32][CH2:33][CH2:34][CH2:35][I:36].[OH2:37]>>[CH2:6]1[CH2:7][CH2:8][CH2:9][CH2:10][C:19]1([c:18]1[c:13]([Cl:12])[n:14][cH:15][cH:16][cH:17]1)[S:20](=[O:21])(=[O:22])[c:23]1[cH:24][cH:25][c:26]([Cl:29])[cH:27][cH:28]1.